This data is from the Open Reaction Database (ORD), a public repository of structured organic reaction records. The task is: describe an organic reaction: reactants, conditions, products, and yield RXN SMILES: [CH3:13][c:14]1[n:15][cH:16][cH:17][c:18]([CH3:23])[c:19]1[C:20](=[O:21])[OH:22].[CH3:1][C:2]#[N:3].[CH3:43][CH2:44][O:45][C:46](=[O:47])[CH3:48].[CH:4]([N:5]([CH2:6][CH3:7])[CH:8]([CH3:9])[CH3:10])([CH3:11])[CH3:12].[Cl:24][CH2:25][N:26]1[S:27](=[O:28])(=[O:29])[c:30]2[cH:31][c:32]([O:41][CH3:42])[cH:33][c:34]([CH:38]([CH3:39])[CH3:40])[c:35]2[C:36]1=[O:37]>>[CH3:13][c:14]1[n:15][cH:16][cH:17][c:18]([CH3:23])[c:19]1[C:20](=[O:21])[O:22][CH2:25][N:26]1[S:27](=[O:28])(=[O:29])[c:30]2[cH:31][c:32]([O:41][CH3:42])[cH:33][c:34]([CH:38]([CH3:39])[CH3:40])[c:35]2[C:36]1=[O:37]. Starting materials: Cc1ccnc(C)c1C(=O)O, CC#N, CCOC(C)=O, CCN(C(C)C)C(C)C, COc1cc(C(C)C)c2c(c1)S(=O)(=O)N(CCl)C2=O. The product is COc1cc(C(C)C)c2c(c1)S(=O)(=O)N(COC(=O)c1c(C)ccnc1C)C2=O. The reactants are [Si](C)(C)(C(C)(C)C)Cl (tert-butyldimethylsilyl chloride), C(CCC)[Li] (n-butyllithium), CCCCCC (hexane), OC(C)[C@@H]1C(N[C@H]1C=C)=O (trans-3-(1-hydroxyethyl)-4-vinyl-2-azetidinone). The solvent is O1CCCC1 (tetrahydrofuran), O1CCCC1 (tetrahydrofuran), C(C)(=O)O (acetic acid), O (water), C(C)(=O)OCC (ethyl acetate). Reaction conditions: temperature -65 celsius. Yields the product OC(C)[C@@H]1C(N([C@H]1C=C)[Si](C)(C)C(C)(C)C)=O (trans-3-(1-hydroxyethyl)-1-(tert-butyldimethylsilyl)-4-vinyl- 2-azetidinone). Isolated yield 55.3%. Reaction SMILES: [OH:1][CH:2]([C@H:4]1[C@H:7]([CH:8]=[CH2:9])[NH:6][C:5]1=[O:10])[CH3:3].C([Li])CCC.CCCCCC.[Si:22](Cl)([C:25]([CH3:28])([CH3:27])[CH3:26])([CH3:24])[CH3:23]>O1CCCC1.C(O)(=O)C.O.C(OCC)(=O)C>[OH:1][CH:2]([C@H:4]1[C@H:7]([CH:8]=[CH2:9])[N:6]([Si:22]([C:25]([CH3:28])([CH3:27])[CH3:26])([CH3:24])[CH3:23])[C:5]1=[O:10])[CH3:3]. Procedure details: In an argon stream, a solution of trans-3-(1-hydroxyethyl)-4-vinyl-2-azetidinone (0.10 g) in dry tetrahydrofuran (10 ml) is cooled to -75° C. and a commercial n-butyllithium (1.6M)-hexane solution (0.9 ml) is added dropwise to the solution while maintaining a temperature at -65° C. or lower. The mixture is stirred at -75° C. for an hour and a solution of tert-butyldimethylsilyl chloride (0.16 g) in dry tetrahydrofuran (2 ml) is added dropwise at -70° C. or lower. The reaction mixture is further ... The reactants are ClC1=C(C=CC=C1)N=C=O (2-chloro-phenyl isocyanate), C(C1=CC=CC=C1)N1CCCC2=CC(=CC=C12)O (1-benzyl-1, 2, 3, 4-tetrahydro-quinolin-6-ol), [H-].[Na+] (sodium hydride). Solvent: O1CCCC1 (tetrahydrofuran), O1CCCC1 (tetrahydrofuran). Reaction conditions: time 20 minute. The product is C(C1=CC=CC=C1)N1CCCC2=CC(=CC=C12)OC(NC1=C(C=CC=C1)Cl)=O ((2-Chloro-phenyl)carbamic acid 1-benzyl-1, 2, 3, 4-tetrahydro-quinolin-6 yl ester). As a reaction SMILES: [CH2:1]([N:8]1[C:17]2[C:12](=[CH:13][C:14]([OH:18])=[CH:15][CH:16]=2)[CH2:11][CH2:10][CH2:9]1)[C:2]1[CH:7]=[CH:6][CH:5]=[CH:4][CH:3]=1.[H-].[Na+].[Cl:21][C:22]1[CH:27]=[CH:26][CH:25]=[CH:24][C:23]=1[N:28]=[C:29]=[O:30]>O1CCCC1>[CH2:1]([N:8]1[C:17]2[C:12](=[CH:13][C:14]([O:18][C:29](=[O:30])[NH:28][C:23]3[CH:24]=[CH:25][CH:26]=[CH:27][C:22]=3[Cl:21])=[CH:15][CH:16]=2)[CH2:11][CH2:10][CH2:9]1)[C:2]1[CH:3]=[CH:4][CH:5]=[CH:6][CH:7]=1 |f:1.2|. Procedure: A solution of 1-benzyl-1, 2, 3, 4-tetrahydro-quinolin-6-ol (0.239 g., 1 mmol) in dry tetrahydrofuran (5 ml) was added to a stirred suspension of sodium hydride (0.024 g, 1 mmol) in dry tetrahydrofuran (5 ml) at −10° C. during 5 min. The reaction mixture was stirred for 20 min. Then 2-chloro-phenyl isocyanate was added (0.184 g., 1.2 mmol) was added to the stirring reaction mixture. Stirring was continued for additional 2.5 hours during which the temperature was allowed to rise to room temperatur... The reactants are O=C([O-])[O-], CC(=O)O, O=C(O)c1cc([N+](=O)[O-])ccc1Cl, [Cu], [K+], [K+], Nc1cccc(N)c1, O=S(=O)([O-])[O-], O. The product is Nc1cccc(Nc2ccc([N+](=O)[O-])cc2C(=O)O)c1. As a reaction SMILES: [C:22](=[O:23])([O-:24])[O-:25].[CH3:35][C:36](=[O:37])[OH:38].[Cl:1][c:2]1[c:3]([C:4](=[O:5])[OH:6])[cH:7][c:8]([N+:11](=[O:12])[O-:13])[cH:9][cH:10]1.[Cu:33].[K+:26].[K+:27].[NH2:14][c:15]1[cH:16][cH:17][cH:18][c:19]([NH2:20])[cH:21]1.[O-:28][S:29](=[O:30])(=[O:31])[O-:32].[OH2:34]>>[c:2]1([NH:20][c:19]2[cH:18][cH:17][cH:16][c:15]([NH2:14])[cH:21]2)[c:3]([C:4](=[O:5])[OH:6])[cH:7][c:8]([N+:11](=[O:12])[O-:13])[cH:9][cH:10]1.